Task: describe an organic reaction: reactants, conditions, products, and yield. Dataset: the Open Reaction Database (ORD), a public repository of structured organic reaction records Starting materials: C(C)(C)(C)OC(=O)N(C1=CC=C2C3=C(COC2=C1C(=O)OC)OC=C3)C(=O)OC(C)(C)C (Methyl 7-[bis-(tert-butoxycarbonyl)amino]-4H-furo[2,3-c]-chromene-6-carboxylate), C1(=CC=CC=C1)S(=O)(=O)CC1=CC=C(C(=C1C(=O)OC)O)C1=C(OC=C1)CCO (methyl 6-(benzenesulfonylmethyl)-2-hydroxy-3-[2-(2-hydroxyethyl)-furan-3-yl]-benzoate), C1(=CC=CC=C1)S(=O)(=O)CC1=CC=C(C(=C1C(=O)OC)O)C1=C(OC=C1)CCO (methyl 6-(benzenesulfonylmethyl)-2-hydroxy-3-[2-(2-hydroxyethyl)-furan-3-yl]-benzoate). Yields the product C1(=CC=CC=C1)S(=O)(=O)CC1=C(C2=C(C=3C=COC3CCO2)C=C1)C(=O)OC (Methyl 8-(benzenesulfonylmethyl)-4,5-dihydro-3,6-dioxa-benzo[e]azulene-7-carboxylate). RXN SMILES: C(OC(N(C(OC(C)(C)C)=O)C1C(C(OC)=O)=C2C(C3C=COC=3CO2)=CC=1)=O)(C)(C)C.[C:33]1([S:39]([CH2:42][C:43]2[C:48]([C:49]([O:51][CH3:52])=[O:50])=[C:47]([OH:53])[C:46]([C:54]3[CH:58]=[CH:57][O:56][C:55]=3[CH2:59][CH2:60]O)=[CH:45][CH:44]=2)(=[O:41])=[O:40])[CH:38]=[CH:37][CH:36]=[CH:35][CH:34]=1>>[C:33]1([S:39]([CH2:42][C:43]2[CH:44]=[CH:45][C:46]3[C:54]4[CH:58]=[CH:57][O:56][C:55]=4[CH2:59][CH2:60][O:53][C:47]=3[C:48]=2[C:49]([O:51][CH3:52])=[O:50])(=[O:41])=[O:40])[CH:38]=[CH:37][CH:36]=[CH:35][CH:34]=1. Reported procedure: Prepared by proceeding in a similar manner to Intermediate 10, starting from methyl 6-(benzenesulfonylmethyl)-2-hydroxy-3-[2-(2-hydroxyethyl)-furan-3-yl]-benzoate (Intermediate 23). The reactants are C1(CCCCC1)NC(=O)NCC1=CC(=CC=C1)[N+](=O)[O-] (1-Cyclohexyl-3-(3-nitro-benzyl)-urea), CN(C)C=O (DMF). The reagents and catalysts are [Ni] (Raney nickel). The solvent is C(C)O (ethanol). Reaction conditions: time 2 hour. The product is NC=1C=C(CNC(=O)NC2CCCCC2)C=CC1 (1-(3-Amino-benzyl)-3-cyclohexyl-urea). Yield: 84.1%. RXN SMILES: [CH:1]1([NH:7][C:8]([NH:10][CH2:11][C:12]2[CH:17]=[CH:16][CH:15]=[C:14]([N+:18]([O-])=O)[CH:13]=2)=[O:9])[CH2:6][CH2:5][CH2:4][CH2:3][CH2:2]1.CN(C=O)C>C(O)C.[Ni]>[NH2:18][C:14]1[CH:13]=[C:12]([CH:17]=[CH:16][CH:15]=1)[CH2:11][NH:10][C:8]([NH:7][CH:1]1[CH2:6][CH2:5][CH2:4][CH2:3][CH2:2]1)=[O:9]. Procedure: 1-Cyclohexyl-3-(3-nitro-benzyl)-urea (4 g) was suspended in ethanol (70 ml) and Raney nickel (2 g) was added. Under stirring aqueous hydrazine solution (2.5 ml, 80%) was added. DMF was added (50 ml) and the reaction mixture was stirred for additional 2 h and filtered. The solution was evaporated i.v. affording the title compound (3 g, R1=0.43 DCM/ethanol 19:1). Starting materials: C(#N)C(C)(C)C1=CC=C(C(=O)OC)C=C1 (methyl 4-(1-cyano-1-methylethyl)benzoate), [OH-].[Na+] (sodium hydroxide), OO (Hydrogen peroxide). Solvent: IMS, O (water). Reaction conditions: temperature 50 celsius, time 3 hour. The product is C(N)(=O)C(C)(C)C1=CC=C(C(=O)O)C=C1 (4-(1-carbamoyl-1-methylethyl)benzoic acid). RXN SMILES: [C:1]([C:3]([C:6]1[CH:15]=[CH:14][C:9]([C:10]([O:12]C)=[O:11])=[CH:8][CH:7]=1)([CH3:5])[CH3:4])#[N:2].[OH-:16].[Na+].OO>O>[C:1]([C:3]([C:6]1[CH:15]=[CH:14][C:9]([C:10]([OH:12])=[O:11])=[CH:8][CH:7]=1)([CH3:5])[CH3:4])(=[O:16])[NH2:2] |f:1.2|. Reported procedure: A mixture of methyl 4-(1-cyano-1-methylethyl)benzoate (1.0 g), sodium hydroxide (0.4 g), water (2 ml) and IMS (5 ml) was heated to 50° C. with stirring. Hydrogen peroxide (60% w/v, 1.23 ml) was added dropwise and the reaction mixture was stirred at 50° C. for 1 hour. and then at ambient temperature for 3 hours. The reaction mixture was evaporated to dryness under reduced pressure. Water (10 ml) was added to the residue and this mixture was heated at 95° C. for 1 hour. The mixture was cooled, was... Reactants: C1(=CC=CC=C1)N1C(=NC(=C1)CO)SC1=CC=CC=C1 ([1-phenyl-2-(phenylthio)-1H-imidazol-4-yl]methanol), C[N+]1(CCOCC1)[O-] (N-methylmorpholine N-oxide), 4A, powder. Reagents/catalysts: [Ru](=O)(=O)(=O)[O-].C(CC)[N+](CCC)(CCC)CCC (tetra-n-propylammonium perruthenate). Solvent: C(C)#N (acetonitrile). Conditions: time 2 hour. Product: C1(=CC=CC=C1)N1C(=NC(=C1)C=O)SC1=CC=CC=C1 (1-phenyl-2-(phenylthio)-1H-imidazole-4-carbaldehyde). The yield is 54.4%. Reaction SMILES: [C:1]1([N:7]2[CH:11]=[C:10]([CH2:12][OH:13])[N:9]=[C:8]2[S:14][C:15]2[CH:20]=[CH:19][CH:18]=[CH:17][CH:16]=2)[CH:6]=[CH:5][CH:4]=[CH:3][CH:2]=1.C[N+]1([O-])CCOCC1>C(#N)C.[Ru]([O-])(=O)(=O)=O.C([N+](CCC)(CCC)CCC)CC>[C:1]1([N:7]2[CH:11]=[C:10]([CH:12]=[O:13])[N:9]=[C:8]2[S:14][C:15]2[CH:16]=[CH:17][CH:18]=[CH:19][CH:20]=2)[CH:2]=[CH:3][CH:4]=[CH:5][CH:6]=1 |f:3.4|. Procedure details: To a solution of [1-phenyl-2-(phenylthio)-1H-imidazol-4-yl]methanol (740 mg) in acetonitrile (50 mL) were added tetra-n-propylammonium perruthenate (185 mg), N-methylmorpholine N-oxide (1.42 g) and molecular sieves 4A powder (5 g), and the mixture was stirred at room temperature for 2 hr. The reaction mixture was filtered through celite, and the filtrate was concentrated under reduced pressure. The residue was purified by silica gel column chromatography (eluent:hexane-ethyl acetate=3:2) to give... The reactants are COC(CBr)OC, Sc1ccc(Br)cc1, O=C([O-])[O-], CC(C)=O, [K+], [K+]. Yields the product COC(CSc1ccc(Br)cc1)OC. As a reaction SMILES: [Br:15][CH2:16][CH:17]([O:18][CH3:19])[O:20][CH3:21].[Br:1][c:2]1[cH:3][cH:4][c:5]([SH:8])[cH:6][cH:7]1.[C:9](=[O:10])([O-:11])[O-:12].[CH3:22][C:23](=[O:24])[CH3:25].[K+:13].[K+:14]>>[Br:1][c:2]1[cH:3][cH:4][c:5]([S:8][CH2:16][CH:17]([O:18][CH3:19])[O:20][CH3:21])[cH:6][cH:7]1.